This data is from the Open Reaction Database (ORD), a public repository of structured organic reaction records. The task is: describe an organic reaction: reactants, conditions, products, and yield Reactants: O=C(n1ccnc1)n1ccnc1, CCCCCCC, CCOC(C)=O, O=C(O)C1CC12CCCCC2, Cl, NCC(N)=O, O. Product: NC(=O)CNC(=O)C1CC12CCCCC2. RXN SMILES: [C:12]([n:13]1[cH:14][cH:15][n:16][cH:17]1)([n:18]1[cH:19][cH:20][n:21][cH:22]1)=[O:23].[CH3:30][CH2:31][CH2:32][CH2:33][CH2:34][CH2:35][CH3:36].[CH3:37][CH2:38][O:39][C:40](=[O:41])[CH3:42].[CH:1]1([C:9](=[O:10])[OH:11])[CH2:2][C:3]12[CH2:4][CH2:5][CH2:6][CH2:7][CH2:8]2.[ClH:24].[NH2:25][CH2:26][C:27](=[O:28])[NH2:29].[OH2:43]>>[CH:1]1([C:9](=[O:11])[NH:25][CH2:26][C:27](=[O:28])[NH2:29])[CH2:2][C:3]12[CH2:4][CH2:5][CH2:6][CH2:7][CH2:8]2. The reactants are P(OCC)(OCC)[O-] (diethyl phosphite), O (water), C(CCC)OCCCN (3-butyloxypropyl amine). Run in C(C)O (ethanol), C(C)O (ethanol). Yields the product C(C)P([O-])([O-])=O.C(CCC)OCCC[NH3+].C(CCC)OCCC[NH3+] (3-butyloxypropyl-ammoniumethyl phosphonate). Isolated yield 95.7%. Reaction SMILES: [P:1]([O-:8])([O:5]CC)[O:2]CC.O.[CH2:10]([O:14][CH2:15][CH2:16][CH2:17][NH2:18])[CH2:11][CH2:12][CH3:13]>C(O)C>[CH2:10]([P:1](=[O:2])([O-:5])[O-:8])[CH3:11].[CH2:10]([O:14][CH2:15][CH2:16][CH2:17][NH3+:18])[CH2:11][CH2:12][CH3:13].[CH2:10]([O:14][CH2:15][CH2:16][CH2:17][NH3+:18])[CH2:11][CH2:12][CH3:13] |f:4.5.6|. Reported procedure: A mixture of 13.81 g. (0.1 moles) of diethyl phosphite, 20 ml. of water and 20 ml. of ethanol is reacted with a mixture of 13.12 g. (0.1 moles) of 3-butyloxypropyl amine and 30 ml. of ethanol as described in Example 1. 23.1 g. of 3-butyloxypropyl-ammoniumethyl phosphonate are obtained. Yield: 95.7%. nD30 =1.4438 Reactants: CCOc1ccc(C2(c3cccc(Br)c3)COC(N)=N2)cc1C, CCCc1cc(CCC)c(-c2ccccc2P(C(C)(C)C)C(C)(C)C)c(CCC)c1, CCOC(C)=O, Cc1ccccc1, CC(C)(C)[O-], COc1cccc(N)c1, [Na+], O=C(C=Cc1ccccc1)C=Cc1ccccc1, O=C(C=Cc1ccccc1)C=Cc1ccccc1, O=C(C=Cc1ccccc1)C=Cc1ccccc1, O, [Pd], [Pd]. Yields the product CCOc1ccc(C2(c3cccc(Nc4cccc(OC)c4)c3)COC(N)=N2)cc1C. RXN SMILES: [Br:1][c:2]1[cH:3][c:4]([C:8]2([c:14]3[cH:15][c:16]([CH3:23])[c:17]([O:20][CH2:21][CH3:22])[cH:18][cH:19]3)[N:9]=[C:10]([NH2:13])[O:11][CH2:12]2)[cH:5][cH:6][cH:7]1.[C:30]([P:31]([C:32]([CH3:33])([CH3:34])[CH3:35])[c:36]1[cH:37][cH:38][cH:39][cH:40][c:41]1-[c:42]1[c:43]([CH2:44][CH2:45][CH3:46])[cH:47][c:48]([CH2:49][CH2:50][CH3:51])[cH:52][c:53]1[CH2:54][CH2:55][CH3:56])([CH3:57])([CH3:58])[CH3:59].[CH2:125]([O:126][C:127](=[O:128])[CH3:129])[CH3:130].[CH3:132][c:133]1[cH:134][cH:135][cH:136][cH:137][cH:138]1.[CH3:24][C:25]([CH3:26])([O-:27])[CH3:28].[CH3:60][O:61][c:62]1[cH:63][c:64]([NH2:65])[cH:66][cH:67][cH:68]1.[Na+:29].[O:107]=[C:108]([CH:109]=[CH:110][c:111]1[cH:112][cH:113][cH:114][cH:115][cH:116]1)[CH:117]=[CH:118][c:119]1[cH:120][cH:121][cH:122][cH:123][cH:124]1.[O:71]=[C:72]([CH:73]=[CH:74][c:75]1[cH:76][cH:77][cH:78][cH:79][cH:80]1)[CH:81]=[CH:82][c:83]1[cH:84][cH:85][cH:86][cH:87][cH:88]1.[O:89]=[C:90]([CH:91]=[CH:92][c:93]1[cH:94][cH:95][cH:96][cH:97][cH:98]1)[CH:99]=[CH:100][c:101]1[cH:102][cH:103][cH:104][cH:105][cH:106]1.[OH2:131].[Pd:69].[Pd:70]>>[c:2]1([NH:65][c:64]2[cH:63][c:62]([O:61][CH3:60])[cH:68][cH:67][cH:66]2)[cH:3][c:4]([C:8]2([c:14]3[cH:15][c:16]([CH3:23])[c:17]([O:20][CH2:21][CH3:22])[cH:18][cH:19]3)[N:9]=[C:10]([NH2:13])[O:11][CH2:12]2)[cH:5][cH:6][cH:7]1. Starting materials: N#CBr (cyanogen bromide), N#CBr (Cyanogen bromide), NC=1C(=NC2=CC=CC=C2C1NCCNC(OC(C)(C)C)=O)Cl (tert-butyl 2-[(3-amino-2-chloroquinolin-4-yl)amino]ethylcarbamate), N#CBr (cyanogen bromide). Solvent: C(C)O (ethanol). Run at time 30 minute. Product: NC=1N(C2=C(C(=NC=3C=CC=CC23)Cl)N1)CCNC(OC(C)(C)C)=O (tert-butyl 2-(2-amino-4-chloro-1H-imidazo[4,5-c]quinolin-1-yl)ethylcarbamate). The yield is 48.6%. RXN SMILES: [N:1]#[C:2]Br.[NH2:4][C:5]1[C:6]([Cl:26])=[N:7][C:8]2[C:13]([C:14]=1[NH:15][CH2:16][CH2:17][NH:18][C:19](=[O:25])[O:20][C:21]([CH3:24])([CH3:23])[CH3:22])=[CH:12][CH:11]=[CH:10][CH:9]=2>C(O)C>[NH2:1][C:2]1[N:15]([CH2:16][CH2:17][NH:18][C:19](=[O:25])[O:20][C:21]([CH3:22])([CH3:23])[CH3:24])[C:14]2[C:13]3[CH:12]=[CH:11][CH:10]=[CH:9][C:8]=3[N:7]=[C:6]([Cl:26])[C:5]=2[N:4]=1. Reported procedure: Cyanogen bromide (4.6 g, 44 mmol) was added to a solution of tert-butyl 2-[(3-amino-2-chloroquinolin-4-yl)amino]ethylcarbamate (13.46 g, 39.96 mmol) in ethanol (140 mL), and the reaction was heated at reflux overnight. An analysis by LC/MS indicated the presence of starting material, and additional cyanogen bromide (1.25 g, 12.0 mmol) was added. The reaction was heated at reflux for an additional two hours, and the reaction was still incomplete. Additional cyanogen bromide (1.25 g, 12.0 mmol) wa... Starting materials: BrC1=CC=C(C=C1)C1=NOC(=N1)C (3-(4-bromophenyl)-5-methyl-1,2,4-oxadiazole), C(C)(C)OB(OC(C)C)OC(C)C (triisopropylborate), [OH-].[Na+] (sodium hydroxide), C(C)(C)(C)[Li] (tert-butyllithium). Run in C1CCOC1 (THF), O (water). Conditions: temperature -100 celsius, time 20 minute. Yields the product CC1=NC(=NO1)C1=CC=C(C=C1)B(O)O ([4-(5-Methyl-1,2,4-oxadiazol-3-yl) phenyl]boronic acid). Isolated yield 58.6%. As a reaction SMILES: Br[C:2]1[CH:7]=[CH:6][C:5]([C:8]2[N:12]=[C:11]([CH3:13])[O:10][N:9]=2)=[CH:4][CH:3]=1.C([O:17][B:18](OC(C)C)[O:19]C(C)C)(C)C.C([Li])(C)(C)C.[OH-].[Na+]>C1COCC1.O>[CH3:13][C:11]1[O:10][N:9]=[C:8]([C:5]2[CH:6]=[CH:7][C:2]([B:18]([OH:19])[OH:17])=[CH:3][CH:4]=2)[N:12]=1 |f:3.4|. Reported procedure: A solution of 3-(4-bromophenyl)-5-methyl-1,2,4-oxadiazole (1.0 g) in dry THF (8 ml) containing triisopropylborate (3.5 ml, 2.82 g) was cooled to -100° C. under nitrogen, and treated cautiously with tert-butyllithium (8.82 ml, 1.7M solution). The temperature was maintained between -90° C. and -105° C. during addition. The mixture was stirred at -100° C. for 20 mins after complete addition, and then allowed to warm to -30° C. The mixture was treated slowly with water (5 ml) and allowed to warm to ...